From a dataset of the Open Reaction Database (ORD), a public repository of structured organic reaction records. describe an organic reaction: reactants, conditions, products, and yield Reactants: FC=1C=C(C[C@@H]2N(CC[C@@H](C2)C2=CC(NO2)=O)C(=O)OC)C=CC1 ((2R,4S)-Methyl 2-(3-fluorobenzyl)-4-(3-oxo-2,3-dihydroisoxazol-5-yl)piperidine-1-carboxylate), Br (hydrogen bromide). Conditions: time 23 hour. The product is FC=1C=C(C[C@@H]2NCC[C@@H](C2)C2=CC(NO2)=O)C=CC1 (5-((2R,4S)-2-(3-fluorobenzyl)piperidin-4-yl)isoxazol-3(2H)-one). Yield: 63.5%. RXN SMILES: [F:1][C:2]1[CH:3]=[C:4]([CH:22]=[CH:23][CH:24]=1)[CH2:5][C@H:6]1[CH2:11][C@@H:10]([C:12]2[O:16][NH:15][C:14](=[O:17])[CH:13]=2)[CH2:9][CH2:8][N:7]1C(OC)=O.Br>>[F:1][C:2]1[CH:3]=[C:4]([CH:22]=[CH:23][CH:24]=1)[CH2:5][C@H:6]1[CH2:11][C@@H:10]([C:12]2[O:16][NH:15][C:14](=[O:17])[CH:13]=2)[CH2:9][CH2:8][NH:7]1. Procedure details: (2R,4S)-Methyl 2-(3-fluorobenzyl)-4-(3-oxo-2,3-dihydroisoxazol-5-yl)piperidine-1-carboxylate (545 mg, 1.63 mmol) was dissolved in hydrogen bromide (33% in acetic acid, 10 mL, 57.10 mmol) and the mixture stirred at room temperature for 23 h. The solvent was evaporated and the residue purified by preparative HPLC (Instrument: FractionLynx I, Mobilphase: gradient 5-95% MeCN in 0.2% NH3, pH 10, Column: Xbridge Prep C18 5 μm OBD 19*150 mm) to yield 5-((2R,4S)-2-(3-fluorobenzyl)piperidin-4-yl)isoxazol...